This data is from the Open Reaction Database (ORD), a public repository of structured organic reaction records. The task is: describe an organic reaction: reactants, conditions, products, and yield Reaction conditions: time 10 minute. Product: N1C(=CC2=CC=CC=C12)C1=C(C=CC=C1)NC(C=1C(C(=O)O)=CC=CC1)=O (N-[2-(1H-Indol-2-yl)-phenyl]-phthalamic acid). Reaction SMILES: [NH2:1][C:2]1[CH:7]=[CH:6][CH:5]=[CH:4][C:3]=1[C:8]1[NH:9][C:10]2[C:15]([CH:16]=1)=[CH:14][CH:13]=[CH:12][CH:11]=2.CN(C1C=CC=CN=1)C.[C:26]1(=[O:36])[O:31][C:29](=[O:30])[C:28]2=[CH:32][CH:33]=[CH:34][CH:35]=[C:27]12>ClCCl>[NH:9]1[C:10]2[C:15](=[CH:14][CH:13]=[CH:12][CH:11]=2)[CH:16]=[C:8]1[C:3]1[CH:4]=[CH:5][CH:6]=[CH:7][C:2]=1[NH:1][C:26](=[O:36])[C:27]1[C:28](=[CH:32][CH:33]=[CH:34][CH:35]=1)[C:29]([OH:31])=[O:30]. The solvent is ClCCl (dichloromethane), ClCCl (dichloromethane), ClCCl (dichloromethane). The reactants are NC1=C(C=CC=C1)C=1NC2=CC=CC=C2C1 (2-(2-Aminophenyl) indole), CN(C)C1=NC=CC=C1 (DMAP), C1(C=2C(C(=O)O1)=CC=CC2)=O (phthalic anhydride). Procedure details: 958 mg (4.6 mmol) 2-(2-Aminophenyl) indole and 675 mg (5.52 mmol, 1.2 eq) DMAP (dimethylamino pyridine) were dissolved in 35 ml anhydrous dichloromethane. The mixture was stirred for 10 min. 954 mg (6.44 mmol, 1.4 eq) of phthalic anhydride in 3 ml anhydrous dichloromethane were added and the mixture was stirred at 23° C. for three hours. To the mixture were added 20 ml dichloromethane. It was extracted with 50 ml aqueous 1 M HCl. The aqueous phase was re-extracted with 30 ml dichloromethane. The... Reactants: ice water, FC(C(=O)NC1=CC=C(N)C=C1)(F)F (4-trifluoroacetylaminoaniline), N1=CC=CC=C1 (pyridine), ClC(=O)OCC(Cl)(Cl)Cl (2,2,2-trichloroethyl chloroformate). Solvent: CN(C(C)=O)C (N,N-dimethylacetamide). The product is FC(C(=O)NC1=CC=C(C=C1)NC(OCC(Cl)(Cl)Cl)=O)(F)F (2,2,2-Trichloroethyl {4-[(trifluoroacetyl)amino]phenyl}carbamate). Yield: 96.8%. As a reaction SMILES: [F:1][C:2]([F:14])([F:13])[C:3]([NH:5][C:6]1[CH:12]=[CH:11][C:9]([NH2:10])=[CH:8][CH:7]=1)=[O:4].N1C=CC=CC=1.Cl[C:22]([O:24][CH2:25][C:26]([Cl:29])([Cl:28])[Cl:27])=[O:23]>CN(C)C(=O)C>[F:1][C:2]([F:13])([F:14])[C:3]([NH:5][C:6]1[CH:12]=[CH:11][C:9]([NH:10][C:22](=[O:23])[O:24][CH2:25][C:26]([Cl:29])([Cl:28])[Cl:27])=[CH:8][CH:7]=1)=[O:4]. Procedure: To a solution of 4-trifluoroacetylaminoaniline (1.00 g, 4.90 mmol) and pyridine (1.20 ml, 15.0 mmol) in N,N-dimethylacetamide (20 ml) was added 2,2,2-trichloroethyl chloroformate (1.01 ml, 7.35 mmol) under ice-cooling, and the mixture was stirred under ice-cooling for 2 hours. The reaction mixture was poured into ice-water, and a solid was collected by filtration to give 1.80 g (96.8%) of the desired product as a solid. The reactants are Cl, CCOCCOc1nc(N)c2nc(OC)n(Cc3ccccc3)c2n1. Yields the product CCOCCOc1nc(N)c2nc(O)n(Cc3ccccc3)c2n1. As a reaction SMILES: [ClH:26].[NH2:1][c:2]1[c:3]2[n:4][c:5]([O:24][CH3:25])[n:6]([CH2:17][c:18]3[cH:19][cH:20][cH:21][cH:22][cH:23]3)[c:7]2[n:8][c:9]([O:11][CH2:12][CH2:13][O:14][CH2:15][CH3:16])[n:10]1>>[NH2:1][c:2]1[c:3]2[n:4][c:5]([OH:24])[n:6]([CH2:17][c:18]3[cH:19][cH:20][cH:21][cH:22][cH:23]3)[c:7]2[n:8][c:9]([O:11][CH2:12][CH2:13][O:14][CH2:15][CH3:16])[n:10]1. Starting materials: FC1=CC=C(C=C1)N1N=C(C(=C1)C(=O)[O-])C (1-(4-fluorophenyl)-3-methylpyrazole-4-carboxylate), N(=O)OCCC(C)C (isoamyl nitrite), C([O-])([O-])=O.[K+].[K+] (potassium carbonate). The solvent is O1CCCC1 (tetrahydrofuran). Run at time 2 hour. Product: FC1=CC=C(C=C1)N1N=C(C(=C1)C(=O)OCC)C (Ethyl 1-(4-fluorophenyl)-3-methylpyrazole-4-carboxylate). Isolated yield 65.6%. As a reaction SMILES: [F:1][C:2]1[CH:7]=[CH:6][C:5]([N:8]2[CH:12]=[C:11]([C:13]([O-:15])=[O:14])[C:10]([CH3:16])=[N:9]2)=[CH:4][CH:3]=1.N(O[CH2:20][CH2:21]C(C)C)=O.C(=O)([O-])[O-].[K+].[K+]>O1CCCC1>[F:1][C:2]1[CH:3]=[CH:4][C:5]([N:8]2[CH:12]=[C:11]([C:13]([O:15][CH2:20][CH3:21])=[O:14])[C:10]([CH3:16])=[N:9]2)=[CH:6][CH:7]=1 |f:2.3.4|. Reported procedure: To a tetrahydrofuran solution (50 ml) containing ethyl 5-amino]1-(4-fluorophenyl)-3-methylpyrazole-4-carboxylate (10.5 g) was added isoamyl nitrite (14 g) and the mixture was stirred at a refluxing temperature for 2 h. The mixture was treated with aqueous potassium carbonate solution and extracted with ethyl acetate. The organic layer was dried over anhydrous magnesium sulfate and the solvent was evaporated under reduced pressure. n-Hexane was added to the obtained residue to allow crystallizati...